This data is from the Open Reaction Database (ORD), a public repository of structured organic reaction records. The task is: describe an organic reaction: reactants, conditions, products, and yield The reactants are FC(OC1=CC=C(C=C1)N1N=C(N=C1)C1=CC=C(C=O)C=C1)(F)F (4-(1-(4-(trifluoromethoxy)phenyl)-1H-1,2,4-triazol-3-yl)benzaldehyde), C(C)[Mg]Br (ethylmagnesium bromide). Yields the product FC(OC1=CC=C(C=C1)N1N=C(N=C1)C1=CC=C(C=C1)C(CC)O)(F)F (1-(4-(1-(4-(trifluoromethoxy)phenyl)-1H-1,2,4-triazol-3-yl)phenyl)propan-1-ol), oil. The yield is 100.0%. Reaction SMILES: [F:1][C:2]([F:24])([F:23])[O:3][C:4]1[CH:9]=[CH:8][C:7]([N:10]2[CH:14]=[N:13][C:12]([C:15]3[CH:22]=[CH:21][C:18]([CH:19]=[O:20])=[CH:17][CH:16]=3)=[N:11]2)=[CH:6][CH:5]=1.[CH2:25]([Mg]Br)[CH3:26]>>[F:24][C:2]([F:1])([F:23])[O:3][C:4]1[CH:5]=[CH:6][C:7]([N:10]2[CH:14]=[N:13][C:12]([C:15]3[CH:22]=[CH:21][C:18]([CH:19]([OH:20])[CH2:25][CH3:26])=[CH:17][CH:16]=3)=[N:11]2)=[CH:8][CH:9]=1. Reported procedure: The title compound was prepared as described in Example 24 from 4-(1-(4-(trifluoromethoxy)phenyl)-1H-1,2,4-triazol-3-yl)benzaldehyde and ethylmagnesium bromide and isolated as a yellow oil (5.00 g, 100%): 1H NMR (400 MHz, CDCl3) δ 8.56 (s, 1H), 8.20-8.12 (m, 2H), 7.85-7.76 (m, 2H), 7.50-7.44 (m, 2H), 7.39 (dq, J=8.0, 1.0 Hz, 2H), 4.68 (t, J=6.5 Hz, 1H), 1.93-1.75 (m, 2H), 1.59 (s, 1H), 0.95 (t, J=7.4 Hz, 3H); 19F NMR (376 MHz, CDCl3) δ −58.03; ESIMS m/z 364 ([M+H]+). Reactants: CC(C)=NOCC(C)O, CCOC(C)=O, O=C([O-])COc1ccc(Cl)c2cccnc12, [Na], C1CCOC1. Yields the product CC(C)=NOCC(C)OC(=O)COc1ccc(Cl)c2cccnc12. As a reaction SMILES: [C:17]([CH3:18])([CH3:19])=[N:20][O:21][CH2:22][CH:23]([CH3:24])[OH:25].[CH3:32][CH2:33][O:34][C:35](=[O:36])[CH3:37].[Cl:1][c:2]1[c:3]2[cH:4][cH:5][cH:6][n:7][c:8]2[c:9]([O:12][CH2:13][C:14](=[O:15])[O-:16])[cH:10][cH:11]1.[Na:26].[O:27]1[CH2:28][CH2:29][CH2:30][CH2:31]1>>[Cl:1][c:2]1[c:3]2[cH:4][cH:5][cH:6][n:7][c:8]2[c:9]([O:12][CH2:13][C:14](=[O:15])[O:16][CH:23]([CH2:22][O:21][N:20]=[C:17]([CH3:18])[CH3:19])[CH3:24])[cH:10][cH:11]1. Starting materials: O=Cc1[nH]cc2c1CCOC2=O, O=C1Cc2ccc(-c3cccnc3)cc2N1. Yields the product O=C1Nc2cc(-c3cccnc3)ccc2C1=Cc1[nH]cc2c1CCOC2=O. As a reaction SMILES: [O:17]=[C:18]1[O:19][CH2:20][CH2:21][c:22]2[c:23]1[cH:24][nH:25][c:26]2[CH:27]=[O:28].[n:1]1[cH:2][c:3](-[c:7]2[cH:8][cH:9][c:10]3[c:14]([cH:15]2)[NH:13][C:12](=[O:16])[CH2:11]3)[cH:4][cH:5][cH:6]1>>[n:1]1[cH:2][c:3](-[c:7]2[cH:8][cH:9][c:10]3[c:14]([cH:15]2)[NH:13][C:12](=[O:16])[C:11]3=[CH:27][c:26]2[c:22]3[c:23]([cH:24][nH:25]2)[C:18](=[O:17])[O:19][CH2:20][CH2:21]3)[cH:4][cH:5][cH:6]1. Starting materials: ClC(Cl)Cl, Nc1ccc(F)cc1Cl, CCOC=C(C(=O)OCC)C(=O)c1cc(F)c(F)cc1F. The product is CCOC(=O)C(=CNc1ccc(F)cc1Cl)C(=O)c1cc(F)c(F)cc1F. As a reaction SMILES: [CH:31]([Cl:32])([Cl:33])[Cl:34].[Cl:1][c:2]1[c:3]([NH2:4])[cH:5][cH:6][c:7]([F:9])[cH:8]1.[F:10][c:11]1[c:12]([C:13](=[O:14])[C:15]([C:16](=[O:17])[O:18][CH2:19][CH3:20])=[CH:21][O:22][CH2:23][CH3:24])[cH:25][c:26]([F:30])[c:27]([F:29])[cH:28]1>>[Cl:1][c:2]1[c:3]([NH:4][CH:21]=[C:15]([C:13]([c:12]2[c:11]([F:10])[cH:28][c:27]([F:29])[c:26]([F:30])[cH:25]2)=[O:14])[C:16](=[O:17])[O:18][CH2:19][CH3:20])[cH:5][cH:6][c:7]([F:9])[cH:8]1. The reactants are OC1CCCOC2=C1C=CC=C2 (5-hydroxy-2,3,4,5-tetrahydro-1-benzoxepin), O.C1(=CC=C(C=C1)S(=O)(=O)O)C (p-toluenesulfonic acid monohydrate). Run in C1(=CC=CC=C1)C (toluene). Product: O1CCC=CC2=C1C=CC=C2 (2,3-Dihydro-1-benzoxepin). Isolated yield 93.2%. Reaction SMILES: O[CH:2]1[C:8]2[CH:9]=[CH:10][CH:11]=[CH:12][C:7]=2[O:6][CH2:5][CH2:4][CH2:3]1.O.C1(C)C=CC(S(O)(=O)=O)=CC=1>C1(C)C=CC=CC=1>[O:6]1[C:7]2[CH:12]=[CH:11][CH:10]=[CH:9][C:8]=2[CH:2]=[CH:3][CH2:4][CH2:5]1 |f:1.2|. Reported procedure: 800 ml of toluene are poured over 53 g (0.323 mole) of 5-hydroxy-2,3,4,5-tetrahydro-1-benzoxepin and, with addition of 3.7 g of p-toluenesulfonic acid monohydrate, the mixture is refluxed with a water trap for 1.5 hours. The cold organic phase is washed with saturated sodium bicarbonate solution, water and sodium chloride solution, and the solvent is evaporated off in vacuo. Kugelrohr distillation at 30°-35° C./0.008 torr results in 44 g of oil. p 1H NMR (60 MHz/CDCl3): δ=7.23-6.70 (m, 4H); δ=6.... Starting materials: CC=1C=C2C=CC=NC2=C(C1)N (6-methylquinolin-8-amine), CC=1C=C2C=CC=NC2=C(C1)N (6-methylquinolin-8-amine), C1(=CC=CC=C1)S(=O)(=O)Cl (benzenesulfonyl chloride). Product: CC=1C=C2C=CC=NC2=C(C1)NS(=O)(=O)C1=CC=CC=C1 (N-(6-Methyl-quinolin-8-yl)-benzenesulfonamide). Yield: 22.9%. Reaction SMILES: [CH3:1][C:2]1[CH:3]=[C:4]2[C:9](=[C:10]([NH2:12])[CH:11]=1)[N:8]=[CH:7][CH:6]=[CH:5]2.[C:13]1([S:19](Cl)(=[O:21])=[O:20])[CH:18]=[CH:17][CH:16]=[CH:15][CH:14]=1>>[CH3:1][C:2]1[CH:3]=[C:4]2[C:9](=[C:10]([NH:12][S:19]([C:13]3[CH:18]=[CH:17][CH:16]=[CH:15][CH:14]=3)(=[O:21])=[O:20])[CH:11]=1)[N:8]=[CH:7][CH:6]=[CH:5]2. Procedure details: In a similar fashion using route 14 general procedure 26, 6-methylquinolin-8-amine (Intermediate 31) (70 mg, 0.44 mmol), benzenesulfonyl chloride (0.07 ml, 0.53 mmol) gave the title compound (30 mg, 23%) after purification by column chromatography with DCM as the eluent. Starting materials: CCOC(=O)COc1ccc(N(C)Cc2ccc(-c3ccc(C(F)(F)F)cc3)nc2C)cc1CCCOC, C1CCOC1, CCO, [Na+], [OH-]. Yields the product COCCCc1cc(N(C)Cc2ccc(-c3ccc(C(F)(F)F)cc3)nc2C)ccc1OCC(=O)O. RXN SMILES: [CH2:1]([CH3:2])[O:3][C:4]([CH2:5][O:6][c:7]1[c:8]([CH2:33][CH2:34][CH2:35][O:36][CH3:37])[cH:9][c:10]([N:13]([CH2:14][c:15]2[c:16]([CH3:31])[n:17][c:18](-[c:21]3[cH:22][cH:23][c:24]([C:27]([F:28])([F:29])[F:30])[cH:25][cH:26]3)[cH:19][cH:20]2)[CH3:32])[cH:11][cH:12]1)=[O:38].[CH2:41]1[O:42][CH2:43][CH2:44][CH2:45]1.[CH3:46][CH2:47][OH:48].[Na+:40].[OH-:39]>>[O:3]=[C:4]([CH2:5][O:6][c:7]1[c:8]([CH2:33][CH2:34][CH2:35][O:36][CH3:37])[cH:9][c:10]([N:13]([CH2:14][c:15]2[c:16]([CH3:31])[n:17][c:18](-[c:21]3[cH:22][cH:23][c:24]([C:27]([F:28])([F:29])[F:30])[cH:25][cH:26]3)[cH:19][cH:20]2)[CH3:32])[cH:11][cH:12]1)[OH:38]. Reaction SMILES: [Cl:1][C:2]1[CH:23]=[CH:22][C:5]2[C:6]3[N:21]=[CH:20][N:19]=[CH:18][C:7]=3[CH2:8][NH:9][CH:10]([C:11]3[CH:16]=[CH:15][CH:14]=[CH:13][C:12]=3[Cl:17])[C:4]=2[CH:3]=1.[C:24]1([CH3:34])[CH:29]=[CH:28][C:27]([S:30](Cl)(=[O:32])=[O:31])=[CH:26][CH:25]=1.N1C=CC=CC=1>CN(C)C1C=CN=CC=1.C(Cl)Cl>[Cl:1][C:2]1[CH:23]=[CH:22][C:5]2[C:6]3[N:21]=[CH:20][N:19]=[CH:18][C:7]=3[CH2:8][N:9]([S:30]([C:27]3[CH:28]=[CH:29][C:24]([CH3:34])=[CH:25][CH:26]=3)(=[O:32])=[O:31])[CH:10]([C:11]3[CH:16]=[CH:15][CH:14]=[CH:13][C:12]=3[Cl:17])[C:4]=2[CH:3]=1. Run in C(Cl)Cl (methylene chloride). The reagents and catalysts are CN(C1=CC=NC=C1)C (4-dimethylaminopyridine). Starting materials: ClC1=CC2=C(C3=C(CNC2C2=C(C=CC=C2)Cl)C=NC=N3)C=C1 (9-chloro-7-(2-chlorophenyl)-6,7-dihydro-5H-pyrimido[5,4-d][2]benzazepine), C1(=CC=C(C=C1)S(=O)(=O)Cl)C (p-toluene-sulfonyl chloride), N1=CC=CC=C1 (pyridine). The product is ClC1=CC2=C(C3=C(CN(C2C2=C(C=CC=C2)Cl)S(=O)(=O)C2=CC=C(C=C2)C)C=NC=N3)C=C1 (9-Chloro-7-(2-chlorophenyl)-6,7-dihydro-6-[(4-methylphenyl)sulfonyl]-5H-pyrimido[5,4-d][2]benzazepine). Reported procedure: A solution of 14.5 g (42 mmole) of 9-chloro-7-(2-chlorophenyl)-6,7-dihydro-5H-pyrimido[5,4-d][2]benzazepine, 14.5 g (76 mmols) of p-toluene-sulfonyl chloride, 30 ml of pyridine and 0.3 g of 4-dimethylaminopyridine in 300 ml of methylene chloride was stirred at room temperature for 24 hr. The mixture was washed with an excess of dilute ice cold hydrochloric acid and dilute aqueous sodium hydroxide. The methylene chloride solution was dried over anhydrous sodium sulfate and concentrated at reduced... Reactants: CO, Cl, [Na+], [OH-], CCOC(=O)c1cnn(-c2ccc(S(=O)(=O)N3CCC(CNCC(O)c4ccc(O)c(NS(C)(=O)=O)c4)CC3)cc2)c1. Product: CS(=O)(=O)Nc1cc(C(O)CNCC2CCN(S(=O)(=O)c3ccc(-n4cc(C(=O)O)cn4)cc3)CC2)ccc1O. As a reaction SMILES: [CH3:46][OH:47].[ClH:45].[Na+:44].[OH-:43].[OH:1][CH:2]([CH2:3][NH:4][CH2:5][CH:6]1[CH2:7][CH2:8][N:9]([S:12](=[O:13])(=[O:14])[c:15]2[cH:16][cH:17][c:18](-[n:21]3[n:22][cH:23][c:24]([C:26](=[O:27])[O:28][CH2:29][CH3:30])[cH:25]3)[cH:19][cH:20]2)[CH2:10][CH2:11]1)[c:31]1[cH:32][c:33]([NH:38][S:39](=[O:40])(=[O:41])[CH3:42])[c:34]([OH:37])[cH:35][cH:36]1>>[OH:1][CH:2]([CH2:3][NH:4][CH2:5][CH:6]1[CH2:7][CH2:8][N:9]([S:12](=[O:13])(=[O:14])[c:15]2[cH:16][cH:17][c:18](-[n:21]3[n:22][cH:23][c:24]([C:26](=[O:27])[OH:28])[cH:25]3)[cH:19][cH:20]2)[CH2:10][CH2:11]1)[c:31]1[cH:32][c:33]([NH:38][S:39](=[O:40])(=[O:41])[CH3:42])[c:34]([OH:37])[cH:35][cH:36]1.